describe an organic reaction: reactants, conditions, products, and yield From a dataset of the Open Reaction Database (ORD), a public repository of structured organic reaction records. Reactants: C(#N)C(CCCCC(=O)OCC)C1=CC=CC2=CC=CC=C12 (ethyl 6-cyano-6-(1-naphthyl)hexanoate), [OH-].[Na+] (sodium hydroxide). Solvent: CO (methanol), O (water). Conditions: time 30 minute. The product is C(#N)C(CCCCC(=O)O)C1=CC=CC2=CC=CC=C12 (6-Cyano-6-(l-naphthyl)hexanoic acid). Isolated yield 99.7%. Reaction SMILES: [C:1]([CH:3]([C:13]1[C:22]2[C:17](=[CH:18][CH:19]=[CH:20][CH:21]=2)[CH:16]=[CH:15][CH:14]=1)[CH2:4][CH2:5][CH2:6][CH2:7][C:8]([O:10]CC)=[O:9])#[N:2].[OH-].[Na+]>CO.O>[C:1]([CH:3]([C:13]1[C:22]2[C:17](=[CH:18][CH:19]=[CH:20][CH:21]=2)[CH:16]=[CH:15][CH:14]=1)[CH2:4][CH2:5][CH2:6][CH2:7][C:8]([OH:10])=[O:9])#[N:2] |f:1.2|. Procedure: In 50 ml of methanol was dissolved 7.38 g (25 mmol) of ethyl 6-cyano-6-(1-naphthyl)hexanoate followed by addition of 50 ml of iN aqueous sodium hydroxide solution, and the mixture was stirred at room temperature for 30 minutes. This reaction mixture was diluted with 150 ml of pure water and washed with 150 ml of ethyl acetate. The aqueous layer was acidified with 100 ml of 1 N HCl and extracted with 200 ml of ethyl acetate. The organic layer was washed with saturated aqueous sodium chloride solu... The reactants are NC=1C(=C(C2=C(CC(O2)(C)CN2CCC(CC2)N(CCC(C2=CC=CC=C2)C2=CC=CC=C2)CC2=CC=CC=C2)C1C)C)C (1-[(5-amino-2,3-dihydro-2,4,6,7-tetramethylbenzofuran-2-yl)methyl]-N-benzyl-N-(3,3-diphenylpropyl)-4-piperidinamine), Cl (HCl). Solvent: C(C)O (ethanol). The product is Cl.Cl.Cl.NC=1C(=C(C2=C(CC(O2)(C)CN2CCC(CC2)N(CCC(C2=CC=CC=C2)C2=CC=CC=C2)CC2=CC=CC=C2)C1C)C)C (1-[(5-Amino-2,3-dihydro-2,4,6,7-tetramethylbenzofuran-2-yl)methyl]-N-benzyl-N-(3,3-diphenylpropyl)-4-piperidinamine trihydrochloride). The yield is 53.0%. RXN SMILES: [NH2:1][C:2]1[C:3]([CH3:44])=[C:4]([CH3:43])[C:5]2[O:9][C:8]([CH2:11][N:12]3[CH2:17][CH2:16][CH:15]([N:18]([CH2:34][C:35]4[CH:40]=[CH:39][CH:38]=[CH:37][CH:36]=4)[CH2:19][CH2:20][CH:21]([C:28]4[CH:33]=[CH:32][CH:31]=[CH:30][CH:29]=4)[C:22]4[CH:27]=[CH:26][CH:25]=[CH:24][CH:23]=4)[CH2:14][CH2:13]3)([CH3:10])[CH2:7][C:6]=2[C:41]=1[CH3:42].[ClH:45]>C(O)C>[ClH:45].[ClH:45].[ClH:45].[NH2:1][C:2]1[C:3]([CH3:44])=[C:4]([CH3:43])[C:5]2[O:9][C:8]([CH2:11][N:12]3[CH2:17][CH2:16][CH:15]([N:18]([CH2:34][C:35]4[CH:40]=[CH:39][CH:38]=[CH:37][CH:36]=4)[CH2:19][CH2:20][CH:21]([C:22]4[CH:27]=[CH:26][CH:25]=[CH:24][CH:23]=4)[C:28]4[CH:29]=[CH:30][CH:31]=[CH:32][CH:33]=4)[CH2:14][CH2:13]3)([CH3:10])[CH2:7][C:6]=2[C:41]=1[CH3:42] |f:3.4.5.6|. Procedure details: The 1-[(5-amino-2,3-dihydro-2,4,6,7-tetramethylbenzofuran-2-yl)methyl]-N-benzyl-N-(3,3-diphenylpropyl)-4-piperidinamine obtained above (1.0 g) was treated with 4N HCl solution in ethanol and the resulting trihydrochloride was recrystallized from ethanol/diethyl ether to provide 0.65 g of the title compound. Yield 53%. Starting materials: C1(=CC=CC=C1)C=1C=C(OC1)C=O (4-phenyl-2-furaldehyde). Run in C1CCOC1 (THF). Run at time 30 minute. The product is C1(=CC=CC=C1)C=1C=C(OC1)C(CCCCCC=C)O (1-(4-Phenyl-2-furyl)oct-7-en-1-ol). Reaction SMILES: [C:1]1([C:7]2[CH:8]=[C:9]([CH:12]=[O:13])[O:10][CH:11]=2)[CH:6]=[CH:5][CH:4]=[CH:3][CH:2]=1>C1COCC1>[C:1]1([C:7]2[CH:8]=[C:9]([CH:12]([OH:13])[CH2:12][CH2:9][CH2:8][CH2:7][CH2:1][CH:2]=[CH2:3])[O:10][CH:11]=2)[CH:2]=[CH:3][CH:4]=[CH:5][CH:6]=1. Reported procedure: The resulting Grignard solution was added to a solution of 4-phenyl-2-furaldehyde (1 eq.) in THF at 0° C. under Ar and the mixture was stirred for 30 min. The reaction was quenched by slow addition of sat. aq. NH4Cl solution and the desired product was extracted with EtOAc. The organic layer was washed with brine, dried (Na2SO4) and concentrated under reduced pressure. The crude was purified by column chromatography eluting with 5% EtOAc/Petroleum ether to afford the desired alcohol. 1H NMR (300... The product is Cl (HCl), ClC1=C(C=C(C=C1)[C@@H]1OC([C@H]([C@@H]([C@H]1O)O)O)OC)CC1=CC2=C(OCCO2)C=C1 ((2S,3R,4R,5S)-2-(4-Chloro-3-((2,3-dihydrobenzo[b][1,4]dioxin-6-yl)methyl)phenyl)-6-methoxytetrahydro-2H-pyran-3,4,5-triol). The reactants are C(=O)(C)Cl (AcCl), ClC1=C(C=C(C=C1)[C@@H]([C@H]1[C@H]([C@@H]2OC(O[C@@H]2O1)(C)C)O)O)CC1=CC2=C(OCCO2)C=C1 ((3aS,5S,6R,6aS)-5-((S)-(4-Chloro-3-((2,3-dihydrobenzo[b][1,4]dioxin-6-yl)methyl)phenyl)(hydroxy)methyl)-2,2-dimethyltetrahydrofuro[3,2-d][1,3]dioxol-6-ol). RXN SMILES: C([Cl:4])(C)=O.[Cl:5][C:6]1[CH:11]=[CH:10][C:9]([C@H:12]([OH:24])[C@@H:13]2[O:20][C@@H:19]3[C@@H:15]([O:16][C:17](C)(C)[O:18]3)[C@@H:14]2[OH:23])=[CH:8][C:7]=1[CH2:25][C:26]1[CH:35]=[CH:34][C:29]2[O:30][CH2:31][CH2:32][O:33][C:28]=2[CH:27]=1>CO>[ClH:4].[Cl:5][C:6]1[CH:11]=[CH:10][C:9]([C@H:12]2[C@H:13]([OH:20])[C@@H:14]([OH:23])[C@H:15]([OH:16])[CH:19]([O:18][CH3:17])[O:24]2)=[CH:8][C:7]=1[CH2:25][C:26]1[CH:35]=[CH:34][C:29]2[O:30][CH2:31][CH2:32][O:33][C:28]=2[CH:27]=1. Solvent: CO (CH3OH), CO (CH3OH). Conditions: time 15 minute. Yield: 47.3%. Procedure details: A solution of 0.35M HCl in CH3OH was prepared by adding AcCl (25 μL, 0.35 mmol) to CH3OH (1.0 mL) at 0° C., and stirring for 15 min. Compound 136 (50 mg, 0.11 mmol) was treated with this solution for 2 h at 80° C. in a sealed vial. The reaction mixture cooled to room temperature, and quenched with K2CO3 until basic. The mixture was diluted with CH2Cl2, filtered, and concentrated in vacuo. The crude was purified by preparative HPLC (reverse phase) to provide the title compound (22 mg, 48%) as a w...